From a dataset of the Open Reaction Database (ORD), a public repository of structured organic reaction records. describe an organic reaction: reactants, conditions, products, and yield Reactants: FC(C=1C=C(C=CC1)N=C=O)(F)F (3-Trifluoromethylphenyl isocyanate), NC(SC)=NC(OC)=O (Methyl N-[1-(amino)-1-(methylthio)methylene]carbamate), [Na] (sodium). The solvent is C(Cl)Cl (methylene chloride), CO (methanol). Conditions: time 2.5 hour. Product: FC(C=1C=C(C=CC1)N1C(NC(NC1=O)SC)=O)(F)F (3-(3-trifluoromethylphenyl)-6-methylthio-tetrahydro-1,3,5-triazine-2,4-dione). The yield is 84.9%. Reaction SMILES: [NH2:1][C:2](=[N:5][C:6](=[O:9])OC)[S:3][CH3:4].[F:10][C:11]([F:22])([F:21])[C:12]1[CH:13]=[C:14]([N:18]=[C:19]=[O:20])[CH:15]=[CH:16][CH:17]=1.[Na]>C(Cl)Cl.CO>[F:10][C:11]([F:21])([F:22])[C:12]1[CH:13]=[C:14]([N:18]2[C:19](=[O:20])[NH:1][CH:2]([S:3][CH3:4])[NH:5][C:6]2=[O:9])[CH:15]=[CH:16][CH:17]=1 |^1:22|. Reported procedure: Methyl N-[1-(amino)-1-(methylthio)methylene]carbamate (14.8 g.) was dissolved in methylene chloride (150 ml.). 3-Trifluoromethylphenyl isocyanate (18.7 g.) was added to the solution during 5 minutes and the mixture was stirred at room temperature for 2.5 hours. A freshly prepared solution of sodium (2.3 g.) in methanol (20 ml.) was then added during 5 minutes and the subsequent mixture was stirred at room temperature for 16 hours. The mixture was then evaporated and the residue was dissolved in ... Starting materials: C(C1=CC=CC=C1)OC([C@@H](N)CO)=O (L-serine benzyl ester), C(CCCCCCC)(=O)O[C@@H](CC(=O)O)CCCCCCCCCCC ((R)-3-octanoyloxytetradecanoic acid), C(CCl)Cl.CI (EDC·MeI). The solvent is C(Cl)Cl (CH2Cl2). The product is C(C1=CC=CC=C1)OC([C@@H](NC(C[C@@H](CCCCCCCCCCC)OC(CCCCCCC)=O)=O)CO)=O (N-[(R)-3-octanoyloxytetradecanoyl]-L-serine benzyl ester). The yield is 93.1%. RXN SMILES: [CH2:1]([O:8][C:9](=[O:14])[C@H:10]([CH2:12][OH:13])[NH2:11])[C:2]1[CH:7]=[CH:6][CH:5]=[CH:4][CH:3]=1.[C:15]([O:24][C@H:25]([CH2:30][CH2:31][CH2:32][CH2:33][CH2:34][CH2:35][CH2:36][CH2:37][CH2:38][CH2:39][CH3:40])[CH2:26][C:27](O)=[O:28])(=[O:23])[CH2:16][CH2:17][CH2:18][CH2:19][CH2:20][CH2:21][CH3:22].C(Cl)CCl.CI>C(Cl)Cl>[CH2:1]([O:8][C:9](=[O:14])[C@H:10]([CH2:12][OH:13])[NH:11][C:27](=[O:28])[CH2:26][C@H:25]([O:24][C:15](=[O:23])[CH2:16][CH2:17][CH2:18][CH2:19][CH2:20][CH2:21][CH3:22])[CH2:30][CH2:31][CH2:32][CH2:33][CH2:34][CH2:35][CH2:36][CH2:37][CH2:38][CH2:39][CH3:40])[C:2]1[CH:7]=[CH:6][CH:5]=[CH:4][CH:3]=1 |f:2.3|. Procedure details: In the same manner as described in Example 2-(5), L-serine benzyl ester (390 mg, 2.0 mmol) was acylated with (R)-3-octanoyloxytetradecanoic acid (815 mg, 2.2 mmol) in the presence of EDC·MeI (745 mg, 2.5 mmol) in CH2Cl2 to afford 1.02 g (93%) of N-[(R)-3-octanoyloxytetradecanoyl]-L-serine benzyl ester: mp 50-51° C.; 1H NMR (CDCl3) δ 0.88 (t, 6H, J=6.8 Hz), 1.1-1.7 (m, 30H), 2.30 (t, 2 H, J=7.7 Hz), 2.51 (d, 2H, J=5.8 Hz), 2.60 (t, 1H, J=6.0 Hz), 3.97 (m, 2H), 4.65 (m, 1H), 5.22 (m, 3H), 6.61 (d,...